From a dataset of the Open Reaction Database (ORD), a public repository of structured organic reaction records. describe an organic reaction: reactants, conditions, products, and yield Solvent: O (water), CCCCO (n-BuOH). The product is BrC1=C(C=C2C3CC(N=C(C2=C1)NCC(OC)OC)C3)F (5-bromo-N-(2,2-dimethoxyethyl)-4-fluoro-9-azatricyclo[8.1.1.0[2,7]]dodeca-2,4,6,8-tetraen-8-amine). The reactants are BrC1=C(C=C2C3CC(N=C(C2=C1)Cl)C3)F (5-bromo-8-chloro-4-fluoro-9-azatricyclo[8.1.1.0[2,7]]dodeca-2,4,6,8-tetraene), COC(CN)OC (2,2-dimethoxyethan-1-amine). Conditions: temperature 100 celsius. Isolated yield 107.7%. Reaction SMILES: [Br:1][C:2]1[CH:12]=[C:11]2[C:5]([CH:6]3[CH2:14][CH:8]([N:9]=[C:10]2Cl)[CH2:7]3)=[CH:4][C:3]=1[F:15].[CH3:16][O:17][CH:18]([O:21][CH3:22])[CH2:19][NH2:20]>CCCCO.O>[Br:1][C:2]1[CH:12]=[C:11]2[C:5]([CH:6]3[CH2:14][CH:8]([N:9]=[C:10]2[NH:20][CH2:19][CH:18]([O:21][CH3:22])[O:17][CH3:16])[CH2:7]3)=[CH:4][C:3]=1[F:15]. Procedure: Into a 100-mL 3-necked round-bottom flask was placed a solution of 5-bromo-8-chloro-4-fluoro-9-azatricyclo[8.1.1.0[2,7]]dodeca-2,4,6,8-tetraene (3.75 g, 13.00 mmol, 1.00 equiv) in n-BuOH (50 mL) and 2,2-dimethoxyethan-1-amine (1.5 g, 14.27 mmol, 1.10 equiv). The resulting solution was stirred at 100° C. for 1.5, diluted with 50 mL of water and extracted with 1×50 mL of ethyl acetate. The organic layers were combined and concentrated under vacuum to afford 5.0 g (crude) of 5-bromo-N-(2,2-dimethox... Reactants: NC1=CC=C(C=C1)CC(C(=O)[O-])O (3-(4-aminophenyl)-2-hydroxypropionate), ClCCOCCCl (bis(2-chloroethyl)ether), C([O-])([O-])=O.[K+].[K+] (potassium carbonate), [I-].[Na+] (sodium iodide). Solvent: CN(C=O)C (dimethylformamide), O (water). The product is O[C@@H](C(=O)OCC1=CC=CC=C1)CC1=CC=C(C=C1)N1CCOCC1 (benzyl (R)-2-hydroxy-3-(4-morpholinophenyl)propionate). As a reaction SMILES: [NH2:1][C:2]1[CH:7]=[CH:6][C:5]([CH2:8][CH:9]([OH:13])[C:10]([O-:12])=[O:11])=[CH:4][CH:3]=1.Cl[CH2:15][CH2:16][O:17][CH2:18][CH2:19]Cl.C(=O)([O-])[O-].[K+].[K+].[I-].[Na+]>CN(C)C=O.O>[OH:13][C@H:9]([CH2:8][C:5]1[CH:4]=[CH:3][C:2]([N:1]2[CH2:19][CH2:18][O:17][CH2:16][CH2:15]2)=[CH:7][CH:6]=1)[C:10]([O:12][CH2:8][C:5]1[CH:6]=[CH:7][CH:2]=[CH:3][CH:4]=1)=[O:11] |f:2.3.4,5.6|. Procedure: The suspended solution of benzyl R)-3-(4-aminophenyl)-2-hydroxypropionate (0.27 g), bis(2-chloroethyl)ether (0.12 ml), potassium carbonate (0.28 g), and sodium iodide (0.075 g) in dimethylformamide (1 ml) were heated at 70°-90° C. for 7 hours. After cooling it down to room temperature, water (50 ml) was added and extracted with ether (25 ml×3). After the ether layer was washed with saturated brine, it was dried over anhydrous sodium sulfate. The solvent was evaporated in vacuo, the resultant cru... Yields the product Compound 250, C(C1=CC=CC=C1)OC[C@@H](C(=O)NC1=CC=C(C=C1)OC1=CC=C(C=C1)F)NC(CC=1C=NC=NC1)=O ((S)-3-(benzyloxy)-N-(4-(4-fluorophenoxy)phenyl)-2-(2-(pyrimidin-5-yl)acetamido)propanamide). Reported procedure: Proceeding as in Example 1, but substituting 2-(pyrimidin-5-yl)acetic acid hydrochloride and (S)-2-amino-3-(benzyloxy)-N-(4-(4-fluorophenoxy)phenyl)propanamide, gave Compound 250, (S)-3-(benzyloxy)-N-(4-(4-fluorophenoxy)phenyl)-2-(2-(pyrimidin-5-yl)acetamido)propanamide. 1H-NMR (400 MHz, CDCl3): σ 9.17 (s, 1H), 8.72 (s, 1H), 8.36 (s, 1H), 7.42-7.21 (m, 7H), 7.06-6.91 (m, 5H), 6.68 (d, 1H), 4.70-4.63 (m, 3H), 4.57 (d, 1H), 3.98 (dd, 1H), 3.60-3.54 (m, 3H). MS (EI) for C28H25FN4O4. found 501.2 (MH... Reaction SMILES: Cl.[N:2]1[CH:7]=[C:6]([CH2:8][C:9]([OH:11])=O)[CH:5]=[N:4][CH:3]=1.[NH2:12][C@@H:13]([CH2:31][O:32][CH2:33][C:34]1[CH:39]=[CH:38][CH:37]=[CH:36][CH:35]=1)[C:14]([NH:16][C:17]1[CH:22]=[CH:21][C:20]([O:23][C:24]2[CH:29]=[CH:28][C:27]([F:30])=[CH:26][CH:25]=2)=[CH:19][CH:18]=1)=[O:15]>>[CH2:33]([O:32][CH2:31][C@H:13]([NH:12][C:9](=[O:11])[CH2:8][C:6]1[CH:5]=[N:4][CH:3]=[N:2][CH:7]=1)[C:14]([NH:16][C:17]1[CH:22]=[CH:21][C:20]([O:23][C:24]2[CH:29]=[CH:28][C:27]([F:30])=[CH:26][CH:25]=2)=[CH:19][CH:18]=1)=[O:15])[C:34]1[CH:39]=[CH:38][CH:37]=[CH:36][CH:35]=1 |f:0.1|. Starting materials: Cl.N1=CN=CC(=C1)CC(=O)O (2-(pyrimidin-5-yl)acetic acid hydrochloride), N[C@H](C(=O)NC1=CC=C(C=C1)OC1=CC=C(C=C1)F)COCC1=CC=CC=C1 ((S)-2-amino-3-(benzyloxy)-N-(4-(4-fluorophenoxy)phenyl)propanamide). Starting materials: COC(=O)[C@@H]1[C@H]([C@]2(C=C(CO2)C2=C(C=CC(=C2)C(F)(F)F)C(F)(F)F)CC1)C1=CC=C(C=C1)F ((5R,6S,7S)-6-(4-fluorophenyl)-3-(2,5-bis-(trifluoromethyl)phenyl)-1-oxaspiro[4.4]non-3-ene-7-carboxylic acid methyl ester). Run in C(C)(=O)O (acetic acid). The product is COC(=O)[C@@H]1[C@H]([C@]2(C[C@H](CO2)C2=C(C=CC(=C2)C(F)(F)F)C(F)(F)F)CC1)C1=CC=C(C=C1)F ((3S,5R,6S,7S)-6-(4-Fluorophenyl)-3-(2,5-bis-(trifluoromethyl)phenyl)-1-oxaspiro[4.4]nonane-7-carboxylic acid methyl ester). Reaction SMILES: [CH3:1][O:2][C:3]([C@H:5]1[CH2:27][CH2:26][C@:7]2([O:11][CH2:10][C:9]([C:12]3[CH:17]=[C:16]([C:18]([F:21])([F:20])[F:19])[CH:15]=[CH:14][C:13]=3[C:22]([F:25])([F:24])[F:23])=[CH:8]2)[C@@H:6]1[C:28]1[CH:33]=[CH:32][C:31]([F:34])=[CH:30][CH:29]=1)=[O:4]>C(O)(=O)C>[CH3:1][O:2][C:3]([C@H:5]1[CH2:27][CH2:26][C@:7]2([O:11][CH2:10][C@H:9]([C:12]3[CH:17]=[C:16]([C:18]([F:19])([F:20])[F:21])[CH:15]=[CH:14][C:13]=3[C:22]([F:25])([F:23])[F:24])[CH2:8]2)[C@@H:6]1[C:28]1[CH:29]=[CH:30][C:31]([F:34])=[CH:32][CH:33]=1)=[O:4]. Procedure: The title compound was prepared by the procedure given in Example 6, Step G, employing (5R,6S,7S)-6-(4-fluorophenyl)-3-(2,5-bis-(trifluoromethyl)phenyl)-1-oxaspiro[4.4]non-3-ene-7-carboxylic acid methyl ester in place of methyl[5-(RS),6-(SR),7-(SR)]-6-(4-fluorophenyl)-3-(2-methoxy-5-((5-trifluoromethyl)tetrazol-1-yl)phenyl)-1-oxaspiro[4.4]non-3-ene-7-carboxylate, except that acetic acid was not used as a cosolvent and the reaction time was extended to between 2 and 16 hr. MS (NH3 /CI): m/e=491 (... Starting materials: Cupric acetate monohydrate, N1=CC=CC=C1 (Pyridine), ON1C(C=2C(C1=O)=CC=CC2)=O (N-hydroxyphthalimide), ClC1=CC=C(C=C1)B(O)O (4-chlorophenylboronic acid). Solvent: C(Cl)Cl (CH2Cl2). Conditions: time 18 hour. Yields the product ClC1=CC=C(ON2C(C=3C(C2=O)=CC=CC3)=O)C=C1 (N-(4-Chlorophenoxy)phthalimide). RXN SMILES: N1C=CC=CC=1.[OH:7][N:8]1[C:12](=[O:13])[C:11]2=[CH:14][CH:15]=[CH:16][CH:17]=[C:10]2[C:9]1=[O:18].[Cl:19][C:20]1[CH:25]=[CH:24][C:23](B(O)O)=[CH:22][CH:21]=1>C(Cl)Cl>[Cl:19][C:20]1[CH:25]=[CH:24][C:23]([O:7][N:8]2[C:9](=[O:18])[C:10]3=[CH:17][CH:16]=[CH:15][CH:14]=[C:11]3[C:12]2=[O:13])=[CH:22][CH:21]=1. Procedure details: Pyridine (0.37 mL, 4.6 mmol) was added to a suspension of N-hydroxyphthalimide (664 mg, 4.1 mmol), 4-chlorophenylboronic acid (635 mg, 4.1 mmol), and powdered 4 Å molecular sieves (1.02 g) in CH2Cl2 (20 mL). Cupric acetate monohydrate (812 mg, 4.1 mmol) was added, and the mixture was stirred open to the atmosphere at room temperature for 18 hours. Silica gel (10 g) was added, and the slurry was concentrated to dryness under vacuum. The residue was applied to the top of a flash chromatography col... Starting materials: CCOC(=N)Cc1c(F)cccc1F, CN, CN(C)C=O, Cl. Yields the product CCOC(Cc1c(F)cccc1F)=NC. RXN SMILES: [CH2:2]([CH3:3])[O:4][C:5]([CH2:6][c:7]1[c:8]([F:14])[cH:9][cH:10][cH:11][c:12]1[F:13])=[NH:15].[CH3:16][NH2:17].[CH3:18][N:19]([CH3:20])[CH:21]=[O:22].[ClH:1]>>[CH2:2]([CH3:3])[O:4][C:5]([CH2:6][c:7]1[c:8]([F:14])[cH:9][cH:10][cH:11][c:12]1[F:13])=[N:15][CH3:16]. Reactants: NC1=C2C(C(=CN3C2=C(C(=C1F)F)CC3C)C(=O)O)=O (7-Amino-8,9-difluoro-2-methyl-6-oxo-1,2-dihydro-pyrrolo[3,2,1-ij]quinoline-5-carboxylic acid), N1CCCC1 (pyrrolidine). Solvent: CN1C(CCC1)=O (N-methylpyrrolidone). Yields the product NC1=C2C(C(=CN3C2=C(C(=C1F)N1CCCC1)CC3C)C(=O)O)=O (7-amino-8-fluoro-2-methyl-6-oxo-9-(1-pyrrolidinyl)-1,2-dihydro-pyrrolo[3,2,1-ij]quinoline-5-carboxylic acid). Yield: 33.8%. As a reaction SMILES: [NH2:1][C:2]1[C:11]([F:12])=[C:10](F)[C:9]2[CH2:14][CH:15]([CH3:16])[N:7]3[C:8]=2[C:3]=1[C:4](=[O:20])[C:5]([C:17]([OH:19])=[O:18])=[CH:6]3.[NH:21]1[CH2:25][CH2:24][CH2:23][CH2:22]1>CN1CCCC1=O>[NH2:1][C:2]1[C:11]([F:12])=[C:10]([N:21]2[CH2:25][CH2:24][CH2:23][CH2:22]2)[C:9]2[CH2:14][CH:15]([CH3:16])[N:7]3[C:8]=2[C:3]=1[C:4](=[O:20])[C:5]([C:17]([OH:19])=[O:18])=[CH:6]3. Procedure: 7-Amino-8,9-difluoro-2-methyl-6-oxo-1,2-dihydro-pyrrolo[3,2,1-ij]quinoline-5-carboxylic acid (0.5 g) and pyrrolidine (0.7 g) are suspended in N-methylpyrrolidone (10 ml), and the mixture is heated at 110°-120° C. for 5 hours in a sealed tube. The reaction mixture is concentrated to dryness under reduced pressure, and to the residue is added ethyl acetate. The resulting crystals are separated by filtration and recrystallized from N,N-dimethylformamide to give 7-amino-8-fluoro-2-methyl-6-oxo-9-(1-... The reactants are CCO, Clc1cccc(C(Br)CBr)c1, [K+], [OH-]. Yields the product C=C(Br)c1cccc(Cl)c1. RXN SMILES: [CH3:14][CH2:15][OH:16].[Cl:1][c:2]1[cH:3][c:4]([CH:8]([CH2:9][Br:10])[Br:11])[cH:5][cH:6][cH:7]1.[K+:13].[OH-:12]>>[Cl:1][c:2]1[cH:3][c:4]([C:8](=[CH2:9])[Br:11])[cH:5][cH:6][cH:7]1. Reactants: O (water), C(C)(=O)N1CC2=C(CCC1)C=CS2 (7-acetyl-5,6,7,8-tetrahydro-4H-thieno[2,3-c]azepine), ClCCCC(=O)Cl (4-chlorobutyryl chloride), [Cl-].[Al+3].[Cl-].[Cl-] (aluminum chloride). Solvent: ClCCl (dichloromethane). Conditions: time 30 minute. Product: C(C)(=O)N1CC2=C(CCC1)C=C(S2)C(CCCCl)=O (7-acetyl-2-(4-chlorobutyryl)-5,6,7,8-tetrahydro-4H-thieno[2,3-c]azepine). Yield: 75.6%. RXN SMILES: [C:1]([N:4]1[CH2:10][CH2:9][CH2:8][C:7]2[CH:11]=[CH:12][S:13][C:6]=2[CH2:5]1)(=[O:3])[CH3:2].[Cl:14][CH2:15][CH2:16][CH2:17][C:18](Cl)=[O:19].[Cl-].[Al+3].[Cl-].[Cl-].O>ClCCl>[C:1]([N:4]1[CH2:10][CH2:9][CH2:8][C:7]2[CH:11]=[C:12]([C:18](=[O:19])[CH2:17][CH2:16][CH2:15][Cl:14])[S:13][C:6]=2[CH2:5]1)(=[O:3])[CH3:2] |f:2.3.4.5|. Reported procedure: To a solution of 2.5 g of 7-acetyl-5,6,7,8-tetrahydro-4H-thieno[2,3-c]azepine and 2.7 g of 4-chlorobutyryl chloride in 25 ml of dichloromethane was added 6.0 g of aluminum chloride under ice-cooling. The mixture was stirred for 30 minutes, poured into water and extracted with chloroform. The extract was washed with water, dried over magnesium sulfate and concentrated. The residue was purified by column chromatography on a silica gel to give 2.9 g of 7-acetyl-2-(4-chlorobutyryl)-5,6,7,8-tetrahydr... The reactants are OC1=CC=C(C=C1)[C@H]1C(N(C2=CC=3C[C@H](N(CC3C=C2O1)[C@@H](CC)C1=CC=CC=C1)C(=O)O)C)=O ((3S,7S)-3-(4-hydroxy-phenyl)-1-methyl-2-oxo-6-((S)-1-phenyl-propyl)-2,3,5,6,7,8-hexahydro-1H-4-oxa-1,6-diaza-anthracene-7-carboxylic acid), Cl.COC([C@H](CC1=CC=C(C=C1)C1=CC=C(C=C1)OC)N)=O ((S)-2-amino-3-(4′-methoxy-biphenyl-4-yl)-propionic acid methyl ester hydrochloride). Yields the product COC([C@H](CC1=CC=C(C=C1)C1=CC=C(C=C1)OC)NC(=O)[C@H]1N(CC=2C=C3O[C@H](C(N(C3=CC2C1)C)=O)C1=CC=C(C=C1)O)[C@@H](CC)C1=CC=CC=C1)=O ((S)-2-{[(3S,7S)-3-(4-Hydroxy-phenyl)-1-methyl-2-oxo-6-((S)-1-phenyl-propyl)-2,3,5,6,7,8-hexahydro-1H-4-oxa-1,6-diaza-anthracene-7-carbonyl]-amino}-3-(4′-methoxy-biphenyl-4-yl)-propionic acid methyl ester). As a reaction SMILES: [OH:1][C:2]1[CH:7]=[CH:6][C:5]([C@@H:8]2[O:21][C:20]3[C:11](=[CH:12][C:13]4[CH2:14][C@@H:15]([C:31](O)=[O:32])[N:16]([C@H:22]([C:25]5[CH:30]=[CH:29][CH:28]=[CH:27][CH:26]=5)[CH2:23][CH3:24])[CH2:17][C:18]=4[CH:19]=3)[N:10]([CH3:34])[C:9]2=[O:35])=[CH:4][CH:3]=1.Cl.[CH3:37][O:38][C:39](=[O:57])[C@@H:40]([NH2:56])[CH2:41][C:42]1[CH:47]=[CH:46][C:45]([C:48]2[CH:53]=[CH:52][C:51]([O:54][CH3:55])=[CH:50][CH:49]=2)=[CH:44][CH:43]=1>>[CH3:37][O:38][C:39](=[O:57])[C@@H:40]([NH:56][C:31]([C@@H:15]1[CH2:14][C:13]2[CH:12]=[C:11]3[C:20]([O:21][C@@H:8]([C:5]4[CH:6]=[CH:7][C:2]([OH:1])=[CH:3][CH:4]=4)[C:9](=[O:35])[N:10]3[CH3:34])=[CH:19][C:18]=2[CH2:17][N:16]1[C@H:22]([C:25]1[CH:30]=[CH:29][CH:28]=[CH:27][CH:26]=1)[CH2:23][CH3:24])=[O:32])[CH2:41][C:42]1[CH:47]=[CH:46][C:45]([C:48]2[CH:53]=[CH:52][C:51]([O:54][CH3:55])=[CH:50][CH:49]=2)=[CH:44][CH:43]=1 |f:1.2|. Procedure: (S)-2-{[(3S,7S)-3-(4-Hydroxy-phenyl)-1-methyl-2-oxo-6-((S)-1-phenyl-propyl)-2,3,5,6,7,8-hexahydro-1H-4-oxa-1,6-diaza-anthracene-7-carbonyl]-amino}-3-(4′-methoxy-biphenyl-4-yl)-propionic acid methyl ester (64 mg, LC/MS: m/z 741) was prepared from (3S,7S)-3-(4-hydroxy-phenyl)-1-methyl-2-oxo-6-((S)-1-phenyl-propyl)-2,3,5,6,7,8-hexahydro-1H-4-oxa-1,6-diaza-anthracene-7-carboxylic acid (70 mg) and (S)-2-amino-3-(4′-methoxy-biphenyl-4-yl)-propionic acid methyl ester hydrochloride using general procedu...